From a dataset of the Open Reaction Database (ORD), a public repository of structured organic reaction records. describe an organic reaction: reactants, conditions, products, and yield Reactants: O, S=P12SP3(=S)SP(=S)(S1)SP(=S)(S2)S3, O=C1NS(=O)(=O)c2cscc21, c1ccncc1. Product: O=S1(=O)NC(=S)c2cscc21. Reaction SMILES: [OH2:26].[P:12]12(=[S:13])[S:14][P:15]3(=[S:25])[S:16][P:17](=[S:23])([S:18][P:19](=[S:22])([S:20]3)[S:21]1)[S:24]2.[S:1]1(=[O:10])(=[O:11])[NH:2][C:3](=[O:9])[c:4]2[c:5]1[cH:6][s:7][cH:8]2.[cH:27]1[cH:28][cH:29][n:30][cH:31][cH:32]1>>[S:1]1(=[O:10])(=[O:11])[NH:2][C:3](=[S:13])[c:4]2[c:5]1[cH:6][s:7][cH:8]2. The reactants are C(C)C1=CC=C(O1)S(=O)(=O)N (5-ethyl-2-furansulfonamide), [OH-].[Na+] (sodium hydroxide), Cl (hydrochloric acid), ClC1=CC=C(C=C1)N=C=O (4-chlorophenylisocyanate). Solvent: CC(=O)C (acetone), CC(=O)C (acetone). Run at time 8 hour. Yields the product ClC1=CC=C(C=C1)NC(=O)NS(=O)(=O)C=1OC(=CC1)CC (N-[[(4-chlorophenyl)amino]carbonyl]-5-ethyl-2-furansulfonamide). The yield is 98.2%. As a reaction SMILES: [CH2:1]([C:3]1[O:7][C:6]([S:8]([NH2:11])(=[O:10])=[O:9])=[CH:5][CH:4]=1)[CH3:2].[OH-].[Na+].[Cl:14][C:15]1[CH:20]=[CH:19][C:18]([N:21]=[C:22]=[O:23])=[CH:17][CH:16]=1.Cl>CC(C)=O>[Cl:14][C:15]1[CH:20]=[CH:19][C:18]([NH:21][C:22]([NH:11][S:8]([C:6]2[O:7][C:3]([CH2:1][CH3:2])=[CH:4][CH:5]=2)(=[O:9])=[O:10])=[O:23])=[CH:17][CH:16]=1 |f:1.2|. Procedure: To a solution of 5-ethyl-2-furansulfonamide (4.5 g, 25.7 mmole) in 40 ml of acetone was added aqueous sodium hydroxide (25.7 ml of 1N, 25.7 mmole) followed by a solution of 4-chlorophenylisocyanate (3.9 g, 25.7 mmole) dissolved in 40 ml of acetone. The reaction was stirred at room temperature overnight and filtered through a plug of celite. The filtrate was acidified with hydrochloric acid (25.7 ml of 1N, 25.7 mmole) and the resulting precipitate filtered to produce 8.3 g of solid. The reactants are CN1CCN(CC1)C=1SC=C(N1)C(=O)OCC (ethyl 2-(4-methyl-1-piperazinyl)-thiazole-4-carboxylate), [H-].[Al+3].[Li+].[H-].[H-].[H-] (lithium aluminum hydride). Solvent: O1CCCC1 (tetrahydrofuran). The product is CN1CCN(CC1)C=1SC=C(N1)CO (2-(4-Methyl-1-piperazinyl)thiazol-4-ylmethanol). RXN SMILES: [CH3:1][N:2]1[CH2:7][CH2:6][N:5]([C:8]2[S:9][CH:10]=[C:11]([C:13](OCC)=[O:14])[N:12]=2)[CH2:4][CH2:3]1.[H-].[Al+3].[Li+].[H-].[H-].[H-]>O1CCCC1>[CH3:1][N:2]1[CH2:3][CH2:4][N:5]([C:8]2[S:9][CH:10]=[C:11]([CH2:13][OH:14])[N:12]=2)[CH2:6][CH2:7]1 |f:1.2.3.4.5.6|. Procedure details: The reaction described in Preparation 15 was repeated, but using 4.0 g of ethyl 2-(4-methyl-1-piperazinyl)-thiazole-4-carboxylate, 0.6 g of lithium aluminum hydride and 50 ml of tetrahydrofuran, giving the title compound as white prisms. RXN SMILES: [CH3:16][S:17][c:18]1[cH:19][cH:20][c:21]([CH2:22][Br:23])[cH:24][cH:25]1.[CH3:1][CH:2]([CH2:3][CH2:4][CH3:5])[NH:6][c:7]1[cH:8][c:9]2[c:10]([n:11][cH:12][nH:13]2)[cH:14][cH:15]1.[CH3:32][S:33]([CH3:34])=[O:35].[K+:26].[K+:27].[O-:28][C:29]([O-:30])=[O:31]>>[CH3:1][CH:2]([CH2:3][CH2:4][CH3:5])[N:6]([c:7]1[cH:8][c:9]2[c:10]([nH:11][cH:12][n:13]2)[cH:14][cH:15]1)[CH2:22][c:21]1[cH:20][cH:19][c:18]([S:17][CH3:16])[cH:25][cH:24]1. The product is CCCC(C)N(Cc1ccc(SC)cc1)c1ccc2[nH]cnc2c1. Reactants: CSc1ccc(CBr)cc1, CCCC(C)Nc1ccc2nc[nH]c2c1, CS(C)=O, [K+], [K+], O=C([O-])[O-]. Reactants: O1CCOCC1 (1,4-dioxane), CN1N=CC(=C1N)C1=NC=NC(=C1)SC (2-Methyl-4-(6-methylsulfanyl-pyrimidin-4-yl)-2H-pyrazol-3-ylamine), BrC=1C=C(C=CC1C)NC(C1=CC(=CC=C1)C(F)(F)F)=O (N-(3-Bromo-4-methyl-phenyl)-3-trifluoromethyl-benzamide), C([O-])([O-])=O.[Cs+].[Cs+] (cesium carbonate). The reagents and catalysts are C(C)(=O)[O-].[Pd+2].C(C)(=O)[O-] (palladium acetate). Solvent: C1CCOC1 (THF). Product: CC1=C(C=C(C=C1)NC(C1=CC(=CC=C1)C(F)(F)F)=O)NC=1N(N=CC1C1=NC=NC(=C1)SC)C (N-{4-Methyl-3-[2-methyl-4-(6-methylsulfanyl-pyrimidin-4-yl)-2H-pyrazol-3-ylamino]-phenyl}-3-trifluoromethyl-benzamide). RXN SMILES: [CH3:1][N:2]1[C:6]([NH2:7])=[C:5]([C:8]2[CH:13]=[C:12]([S:14][CH3:15])[N:11]=[CH:10][N:9]=2)[CH:4]=[N:3]1.Br[C:17]1[CH:18]=[C:19]([NH:24][C:25](=[O:36])[C:26]2[CH:31]=[CH:30][CH:29]=[C:28]([C:32]([F:35])([F:34])[F:33])[CH:27]=2)[CH:20]=[CH:21][C:22]=1[CH3:23].C(=O)([O-])[O-].[Cs+].[Cs+].O1CCOCC1>C([O-])(=O)C.[Pd+2].C([O-])(=O)C.C1COCC1>[CH3:23][C:22]1[CH:17]=[CH:18][C:19]([NH:24][C:25](=[O:36])[C:26]2[CH:31]=[CH:30][CH:29]=[C:28]([C:32]([F:33])([F:34])[F:35])[CH:27]=2)=[CH:20][C:21]=1[NH:7][C:6]1[N:2]([CH3:1])[N:3]=[CH:4][C:5]=1[C:8]1[CH:13]=[C:12]([S:14][CH3:15])[N:11]=[CH:10][N:9]=1 |f:2.3.4,6.7.8|. Procedure details: 2-Methyl-4-(6-methylsulfanyl-pyrimidin-4-yl)-2H-pyrazol-3-ylamine (120 mg, 0.54 mmol) is mixed with N-(3-Bromo-4-methyl-phenyl)-3-trifluoromethyl-benzamide (290 mg, 0.81 mmol), palladium acetate (25 mg, 0.1 mmol), Xantophos (100 mg, 0.17 mmol) and cesium carbonate (530 mg, 1.63 mmol). 10 mL of anhydrous 1,4-dioxane is added under a nitrogen environment and the mixture is subjected to microwave irradiation to 150° C. for one hour. The reaction mixture is then cooled to room temperature, treated w...